From a dataset of the Open Reaction Database (ORD), a public repository of structured organic reaction records. describe an organic reaction: reactants, conditions, products, and yield Reactants: O=c1cc(Br)cc[nH]1, O=C([O-])[O-], CC(=O)[O-], CC(=O)[O-], OB(O)C1CC1, [Cl-], ClCCCl, [Cu+2], [NH4+], [Na+], [Na+], c1ccc(-c2ccccn2)nc1. Product: O=c1cc(Br)ccn1C1CC1. Reaction SMILES: [Br:1][c:2]1[cH:3][c:4](=[O:8])[nH:5][cH:6][cH:7]1.[C:27](=[O:28])([O-:29])[O-:30].[C:35]([O-:36])(=[O:37])[CH3:38].[C:40]([O-:41])(=[O:42])[CH3:43].[CH:9]1([B:12]([OH:13])[OH:14])[CH2:10][CH2:11]1.[Cl-:33].[Cl:44][CH2:45][CH2:46][Cl:47].[Cu+2:39].[NH4+:34].[Na+:31].[Na+:32].[n:15]1[cH:16][cH:17][cH:18][cH:19][c:20]1-[c:21]1[cH:22][cH:23][cH:24][cH:25][n:26]1>>[Br:1][c:2]1[cH:3][c:4](=[O:8])[n:5]([CH:9]2[CH2:10][CH2:11]2)[cH:6][cH:7]1. The reactants are CC1(OCC(O1)CO)C (2,2-dimethyl-1,3-dioxolane-4-methanol), [OH-].[K+] (potassium hydroxide), IC(C)C (2-Iodo-propane). Run in O (H2O), CS(=O)C (DMSO). Reaction conditions: time 72 hour. Yields the product C(C)(C)OC[C@H]1OC(OC1)(C)C ((4R)-4-(isopropoxymethyl)-2,2-dimethyl-1,3-dioxolane). Reaction SMILES: [CH3:1][C:2]1([CH3:9])[O:6][CH:5]([CH2:7][OH:8])[CH2:4][O:3]1.[OH-].[K+].I[CH:13]([CH3:15])[CH3:14]>CS(C)=O.O>[CH:13]([O:8][CH2:7][C@@H:5]1[CH2:4][O:3][C:2]([CH3:9])([CH3:1])[O:6]1)([CH3:15])[CH3:14] |f:1.2|. Procedure details: To a solution of 2,2-dimethyl-1,3-dioxolane-4-methanol (2 g), in DMSO (50 mL), powdered potassium hydroxide was added portionwise at 0° C. then warmed to room temperature, 2-Iodo-propane (43 mL) was added to the mixture at 0° C. then stirred for 72 h at room temperature. The reaction mixture was diluted with H2O and extracted with EtOAc. The organic layer was washed with H2O then brine (×2) and dried (MgSO4), filtered and evaporated to give the subtitle compound as clear, colourless oil. Yield: ... Reactants: Cl.Cl.N1C=C(C2=CC=CC=C12)C1CCC(CC1)NC(C(=O)N)C1CCNCC1 (2-[4-(1H-Indol-3-yl)-cyclohexylamino]-2-piperidin-4-yl-acetamide dihydrochloride), C1CCC2=CC(=CC=C12)/C=C/C(=O)O (trans-3-indan-5-ylprop-2-enoic acid), cyclohexyl. Yields the product N1C=C(C2=CC=CC=C12)C1CCC(CC1)NC(C(=O)N)C1CCN(CC1)C(\C=C\C=1C=C2CCCC2=CC1)=O (2-[4-(1H-Indol-3-yl)-cyclohexylamino]-2-[1-(trans-3-indan-5-ylprop-2-enoyl)piperidin-4-yl]-acetamide). Reaction SMILES: Cl.Cl.[NH:3]1[C:11]2[C:6](=[CH:7][CH:8]=[CH:9][CH:10]=2)[C:5]([CH:12]2[CH2:17][CH2:16][CH:15]([NH:18][CH:19]([CH:23]3[CH2:28][CH2:27][NH:26][CH2:25][CH2:24]3)[C:20]([NH2:22])=[O:21])[CH2:14][CH2:13]2)=[CH:4]1.[CH2:29]1[C:37]2[C:32](=[CH:33][C:34](/[CH:38]=[CH:39]/[C:40](O)=[O:41])=[CH:35][CH:36]=2)[CH2:31][CH2:30]1>>[NH:3]1[C:11]2[C:6](=[CH:7][CH:8]=[CH:9][CH:10]=2)[C:5]([CH:12]2[CH2:17][CH2:16][CH:15]([NH:18][CH:19]([CH:23]3[CH2:24][CH2:25][N:26]([C:40](=[O:41])/[CH:39]=[CH:38]/[C:34]4[CH:33]=[C:32]5[C:37](=[CH:36][CH:35]=4)[CH2:29][CH2:30][CH2:31]5)[CH2:27][CH2:28]3)[C:20]([NH2:22])=[O:21])[CH2:14][CH2:13]2)=[CH:4]1 |f:0.1.2|. Procedure: The title compound was prepared from the product of Example 1, step J, and trans-3-indan-5-ylprop-2-enoic acid, by the method of Example 1, step K, giving a solid that was mostly the more polar cyclohexyl diastereomer by LCMS. Mass spectrum (LCMS, ESI pos.) calcd. for C33H40N4O2: 525 (M+H). Found: 525 Reactants: CN(C=O)C (N,N-dimethylformamide), C(C1=CC=CC=C1)(=O)CC(=O)OCC (ethyl benzoylacetate), ICCCCI (1,4-diiodobutane), C([O-])([O-])=O.[Na+].[Na+] (sodium carbonate). Run in O (water). Conditions: temperature 60 celsius, time 15.5 hour. Yields the product OC(C1=CC=CC=C1)C1(CCCC1)C(=O)OCC (ethyl 1-(1-hydroxy-1-phenylmethyl)cyclopentanecarboxylate). The yield is 76.4%. RXN SMILES: CN(C)C=O.[C:6]([CH2:14][C:15]([O:17][CH2:18][CH3:19])=[O:16])(=[O:13])[C:7]1[CH:12]=[CH:11][CH:10]=[CH:9][CH:8]=1.I[CH2:21][CH2:22][CH2:23][CH2:24]I.C(=O)([O-])[O-].[Na+].[Na+]>O>[OH:13][CH:6]([C:14]1([C:15]([O:17][CH2:18][CH3:19])=[O:16])[CH2:24][CH2:23][CH2:22][CH2:21]1)[C:7]1[CH:12]=[CH:11][CH:10]=[CH:9][CH:8]=1 |f:3.4.5|. Procedure: To N,N-dimethylformamide (400 ml) were added ethyl benzoylacetate (25.1 g, 0.13 mol), 1,4-diiodobutane (40.47 g) (0.13 g) and anhydrous sodium carbonate (82.7 g, 0.78 mol) and the mixture was stirred at 60° C. for 15.5 h. The reaction mixture was poured into 1 L of water and the mixture was extracted with ethyl acetate. The extract was washed with saturated brine, dehydrated over anhydrous sodium sulfate and concentrated. A red residual solution (33.5 g) was purified by silica gel column chromat... Starting materials: C(C=C)(=O)OCC (ethyl acrylate), C(C)(C)(C)N (tert-butyl amine). The product is C(C)OC(CCN(CCC(=O)OCC)C(C)(C)C)=O (3-[tert-Butyl-(2-ethoxycarbonyl-ethyl)-amino]-propionic acid ethyl ester). Yield: 14.5%. RXN SMILES: [C:1]([O:5][CH2:6][CH3:7])(=[O:4])[CH:2]=[CH2:3].[C:8]([NH2:12])([CH3:11])([CH3:10])[CH3:9]>>[CH2:6]([O:5][C:1](=[O:4])[CH2:2][CH2:3][N:12]([C:8]([CH3:11])([CH3:10])[CH3:9])[CH2:3][CH2:2][C:1]([O:5][CH2:6][CH3:7])=[O:4])[CH3:7]. Reported procedure: A mixture of ethyl acrylate (0.735 mol) and tert-butyl amine (0.210 mol) was refluxed for 6 days. The crude mixture was purified by fractionated distillation in vacuo (5 mbar). One fraction was collected (boiling point: 120° C. at 5 mbar), yielding to 8.3 g of the desired product as a light yellow oil. MS (m/e): 274.4 (MH+, 100%).